describe an organic reaction: reactants, conditions, products, and yield From a dataset of the Open Reaction Database (ORD), a public repository of structured organic reaction records. Reactants: O1COC2=C1C=CC(=C2)C2=NC1=CC=CC=C1C(=C2F)Cl (2-benzo[1,3]dioxol-5-yl-4-chloro-3-fluoro-quinoline), C(CCC)[Li] (butyl lithium), II (iodine). Solvent: O1CCCC1 (tetrahydrofuran), C1CCOC1 (THF), O (water). Conditions: time 3 hour. The product is O1COC2=C1C=CC(=C2)C2=NC1=CC=CC=C1C(=C2F)I (2-benzo[1,3]dioxol-5-yl-3-fluoro-4-iodo-quinoline). Yield: 48.8%. RXN SMILES: [O:1]1[C:5]2[CH:6]=[CH:7][C:8]([C:10]3[C:19]([F:20])=[C:18](Cl)[C:17]4[C:12](=[CH:13][CH:14]=[CH:15][CH:16]=4)[N:11]=3)=[CH:9][C:4]=2[O:3][CH2:2]1.C([Li])CCC.[I:27]I>O1CCCC1.O>[O:1]1[C:5]2[CH:6]=[CH:7][C:8]([C:10]3[C:19]([F:20])=[C:18]([I:27])[C:17]4[C:12](=[CH:13][CH:14]=[CH:15][CH:16]=4)[N:11]=3)=[CH:9][C:4]=2[O:3][CH2:2]1. Procedure details: To a −78° C. solution of 2-benzo[1,3]dioxol-5-yl-4-chloro-3-fluoro-quinoline (from step A, 0.073 g, 0.24 mmol) in tetrahydrofuran (2 mL) was added butyl lithium (0.36 mL, 2.5 M in hexane, 0.6 mmol). The resulting reaction mixture was stirred for 3 h., after which a solution of iodine (0.06 g, 0.24 mmol) in 0.8 mL of THF was added. The reaction mixture was stirred for an additional 2 h. and diluted with water (20 mL). The aqueous layer was extracted with ethyl acetate (2×25 mL). The combined orga... The reactants are ice, C(C)(=O)[C@H]1C([C@H](C1)C(=O)O)(C)C ((1S,3R)-3-acetyl-2,2-dimethylcyclobutanecarboxylic acid), C1CCOC1 (THF), C1CCC(CC1)N=C=NC2CCCCC2 (DCC), C(C)(C)(C)O (t-butyl alcohol). Run in CCOC(=O)C (EtOAc). Conditions: time 36 hour. Yields the product C(C)(=O)[C@H]1C([C@H](C1)C(=O)OC(C)(C)C)(C)C ((1S,3R)-tert-butyl 3-acetyl-2,2-dimethylcyclobutanecarboxylate). Isolated yield 70.0%. As a reaction SMILES: [C:1]([C@@H:4]1[CH2:7][C@H:6]([C:8]([OH:10])=[O:9])[C:5]1([CH3:12])[CH3:11])(=[O:3])[CH3:2].C1COCC1.C1CCC(N=C=NC2CCCCC2)CC1.[C:33](O)([CH3:36])([CH3:35])[CH3:34]>CCOC(C)=O>[C:1]([C@@H:4]1[CH2:7][C@H:6]([C:8]([O:10][C:33]([CH3:36])([CH3:35])[CH3:34])=[O:9])[C:5]1([CH3:12])[CH3:11])(=[O:3])[CH3:2]. Reported procedure: To a stirred ice cooled solution of (1S,3R)-3-acetyl-2,2-dimethylcyclobutanecarboxylic acid (16.0 g, 94.117 mmol) in THF (160 ml) DMAP (1.148 g, 9.409 mmol) and DCC (23.265 g, 112.93 mmol) were added, followed by t-butyl alcohol (27.63 ml, 282.34 mmol) was added drop wise. The reaction mixture was stirred at room temperature for 36 hours. After completion of the reaction (monitored by TLC), the reaction mixture was diluted with EtOAc and filtered through a celite bed and washed with EtOAc. The f... Starting materials: Br (HBr), CC(=O)OC1=CC2=C(S1)CCN(C2)C(C=3C=CC=CC3F)C(=O)C4CC4 (Prasugrel). The solvent is CC(=O)C (acetone), CC(=O)C (acetone). Reaction conditions: temperature 2.5 celsius, time 2 hour. Product: II, CC(=O)OC1=CC2=C(S1)CCN(C2)C(C3=CC=CC=C3F)C(=O)C4CC4.Br (prasugrel hydrobromide). RXN SMILES: [CH3:1][C:2]([O:4][C:5]1[S:9][C:8]2[CH2:10][CH2:11][N:12]([CH:14]([C:22]([CH:24]3[CH2:26][CH2:25]3)=[O:23])[C:15]3[CH:16]=[CH:17][CH:18]=[CH:19][C:20]=3[F:21])[CH2:13][C:7]=2[CH:6]=1)=[O:3].[BrH:27]>CC(C)=O>[CH3:1][C:2]([O:4][C:5]1[S:9][C:8]2[CH2:10][CH2:11][N:12]([CH:14]([C:22]([CH:24]3[CH2:26][CH2:25]3)=[O:23])[C:15]3[C:20]([F:21])=[CH:19][CH:18]=[CH:17][CH:16]=3)[CH2:13][C:7]=2[CH:6]=1)=[O:3].[BrH:27] |f:3.4|. Procedure: Prasugrel base (1.00 g) was dissolved in acetone (15.5 ml) at 20-25° C. Solution of 0.34 ml 47% HBr in 4.8 ml of acetone was added in solution of base. Clear solution was cooled down to 5-0° C. After 5 minutes crystallization took place. Suspension was stirred at 5-0° C. for 2 hours, filtered, crystals were washed with acetone and dried at 40° C./vacuum, yielding form II of prasugrel hydrobromide (1.26 g). HPLC purity: 99.94%. Reactants: C(C)N1N=CC=2C1=NC(=C(C2C=2C=NC=C(C2)C)CCC(=O)OCC)C=O (ethyl 3-[1-ethyl-6-formyl-4-(5-methyl-3-pyridyl)-1H-pyrazolo[3,4-b]pyridin-5-yl]propanoate), [N+](#[C-])C(C)S(=O)(=O)C1=CC=C(C=C1)C (1-[(1-isocyanoethyl)sulfonyl]-4-methylbenzene), C([O-])([O-])=O.[K+].[K+] (potassium carbonate). The solvent is CO (MeOH), O (water). The product is C(C)N1N=CC=2C1=NC(=C(C2C=2C=NC=C(C2)C)CCC(=O)O)C2=C(N=CO2)C (3-[1-ethyl-6-(4-methyl-1,3-oxazol-5-yl)-4-(5-methyl-3-pyridyl)-1H-pyrazolo[3,4-b]pyridin-5-yl]propanoic acid). Isolated yield 31.2%. RXN SMILES: [CH2:1]([N:3]1[C:7]2=[N:8][C:9]([CH:26]=[O:27])=[C:10]([CH2:19][CH2:20][C:21]([O:23]CC)=[O:22])[C:11]([C:12]3[CH:13]=[N:14][CH:15]=[C:16]([CH3:18])[CH:17]=3)=[C:6]2[CH:5]=[N:4]1)[CH3:2].[N+:28]([CH:30](S(C1C=CC(C)=CC=1)(=O)=O)[CH3:31])#[C-:29].C(=O)([O-])[O-].[K+].[K+]>CO.O>[CH2:1]([N:3]1[C:7]2=[N:8][C:9]([C:26]3[O:27][CH:29]=[N:28][C:30]=3[CH3:31])=[C:10]([CH2:19][CH2:20][C:21]([OH:23])=[O:22])[C:11]([C:12]3[CH:13]=[N:14][CH:15]=[C:16]([CH3:18])[CH:17]=3)=[C:6]2[CH:5]=[N:4]1)[CH3:2] |f:2.3.4|. Reported procedure: A mixture of ethyl 3-[1-ethyl-6-formyl-4-(5-methyl-3-pyridyl)-1H-pyrazolo[3,4-b]pyridin-5-yl]propanoate (30 mg), 1-[(1-isocyanoethyl)sulfonyl]-4-methylbenzene (17.6 mg), potassium carbonate (17 mg) in MeOH (1 ml) was refluxed for 1.5 hours. After cooling, the mixture was diluted with water and extracted with EtOAc. The aqueous layer was acidified to pH3-4 by adding 1N HCl and extracted with CHCl3. The organic layer was washed with water, dried over anhydrous MgSO4 and concentrated in vacuo. The ... Starting materials: Cl (hydrochloric acid), C(#N)C1=CC=C(C=N1)C1=CC=CC=2N(C3=CC=CC=C3C12)C1=CC(=C(C(=O)OC(C)(C)C)C=C1)NCCF (2-methylpropan-2-yl 4-[4-(6-cyanopyridin-3-yl)-9H-carbazol-9-yl]-2-[(2-fluoroethyl)amino]benzoate). Run in O1CCOCC1 (dioxane). Conditions: temperature 100 celsius. Yields the product C(#N)C1=CC=C(C=N1)C1=CC=CC=2N(C3=CC=CC=C3C12)C1=CC(=C(C(=O)O)C=C1)NCCF (4-[4-(6-cyanopyridin-3-yl)-9H-carbazol-9-yl]-2-[(2-fluoroethyl)amino]benzoic acid). Yield: 34.6%. Reaction SMILES: Cl.[C:2]([C:4]1[N:9]=[CH:8][C:7]([C:10]2[C:22]3[C:21]4[C:16](=[CH:17][CH:18]=[CH:19][CH:20]=4)[N:15]([C:23]4[CH:35]=[CH:34][C:26]([C:27]([O:29]C(C)(C)C)=[O:28])=[C:25]([NH:36][CH2:37][CH2:38][F:39])[CH:24]=4)[C:14]=3[CH:13]=[CH:12][CH:11]=2)=[CH:6][CH:5]=1)#[N:3]>O1CCOCC1>[C:2]([C:4]1[N:9]=[CH:8][C:7]([C:10]2[C:22]3[C:21]4[C:16](=[CH:17][CH:18]=[CH:19][CH:20]=4)[N:15]([C:23]4[CH:35]=[CH:34][C:26]([C:27]([OH:29])=[O:28])=[C:25]([NH:36][CH2:37][CH2:38][F:39])[CH:24]=4)[C:14]=3[CH:13]=[CH:12][CH:11]=2)=[CH:6][CH:5]=1)#[N:3]. Reported procedure: 1.54 ml of 1N hydrochloric acid are added to a solution of 0.13 g of 2-methylpropan-2-yl 4-[4-(6-cyanopyridin-3-yl)-9H-carbazol-9-yl]-2-[(2-fluoroethyl)amino]benzoate in 6 ml of dioxane. The reaction mixture is heated at 100° C. in a microwave for 2 hours and then concentrated under reduced pressure. The residue is purified by silica gel chromatography, elution being carried out with a mixture of dichloromethane and methanol (97/3 by volume), so as to give 40 mg of 4-[4-(6-cyanopyridin-3-yl)-9H-... Reactants: BrC1=CC=C(C=C1)C(C(C)C)(O)C=1N=CN(C1)C(C1=CC=CC=C1)(C1=CC=CC=C1)C1=CC=CC=C1 (1-(4-bromophenyl)-(1-trityl-1H-imidazol-4-yl)-2-methyl-1-propanol), COC=1C=C(C=CC1)B(O)O (3-methoxyphenylboronic acid), C([O-])([O-])=O.[Na+].[Na+] (sodium carbonate). Reagents/catalysts: C=1C=CC(=CC1)[P](C=2C=CC=CC2)(C=3C=CC=CC3)[Pd]([P](C=4C=CC=CC4)(C=5C=CC=CC5)C=6C=CC=CC6)([P](C=7C=CC=CC7)(C=8C=CC=CC8)C=9C=CC=CC9)[P](C=1C=CC=CC1)(C=1C=CC=CC1)C=1C=CC=CC1 (tetrakis(triphenylphosphine)palladium(0)). Product: COC=1C=C(C=CC1)C1=CC=C(C=C1)C(C(C)C)(O)C=1N=CN(C1)C(C1=CC=CC=C1)(C1=CC=CC=C1)C1=CC=CC=C1 (1-(3′-methoxy[1,1′-biphenyl]-4-yl)-2-methyl-1-(1-trityl-1H-imidazol-4-yl)-1-propanol). Yield: 64.1%. Reaction SMILES: Br[C:2]1[CH:7]=[CH:6][C:5]([C:8]([C:13]2[N:14]=[CH:15][N:16]([C:18]([C:31]3[CH:36]=[CH:35][CH:34]=[CH:33][CH:32]=3)([C:25]3[CH:30]=[CH:29][CH:28]=[CH:27][CH:26]=3)[C:19]3[CH:24]=[CH:23][CH:22]=[CH:21][CH:20]=3)[CH:17]=2)([OH:12])[CH:9]([CH3:11])[CH3:10])=[CH:4][CH:3]=1.[CH3:37][O:38][C:39]1[CH:40]=[C:41](B(O)O)[CH:42]=[CH:43][CH:44]=1.C(=O)([O-])[O-].[Na+].[Na+]>C1C=CC([P]([Pd]([P](C2C=CC=CC=2)(C2C=CC=CC=2)C2C=CC=CC=2)([P](C2C=CC=CC=2)(C2C=CC=CC=2)C2C=CC=CC=2)[P](C2C=CC=CC=2)(C2C=CC=CC=2)C2C=CC=CC=2)(C2C=CC=CC=2)C2C=CC=CC=2)=CC=1>[CH3:37][O:38][C:39]1[CH:44]=[C:43]([C:2]2[CH:3]=[CH:4][C:5]([C:8]([C:13]3[N:14]=[CH:15][N:16]([C:18]([C:19]4[CH:24]=[CH:23][CH:22]=[CH:21][CH:20]=4)([C:25]4[CH:30]=[CH:29][CH:28]=[CH:27][CH:26]=4)[C:31]4[CH:36]=[CH:35][CH:34]=[CH:33][CH:32]=4)[CH:17]=3)([OH:12])[CH:9]([CH3:10])[CH3:11])=[CH:6][CH:7]=2)[CH:42]=[CH:41][CH:40]=1 |f:2.3.4,^1:57,59,78,97|. Procedure: By the reaction in the same manner as in Example 29-(i) using 1-(4-bromophenyl)-(1-trityl-1H-imidazol-4-yl)-2-methyl-1-propanol (1.50 g), 3-methoxyphenylboronic acid (635 mg), 2M aqueous sodium carbonate solution (2.79 ml) and tetrakis(triphenylphosphine)palladium(0) (96.7 mg), the title compound (1.01 g) was obtained as colorless powder crystals. The product is Cc1c(N2CCN(C(=O)OC(C)(C)C)CC2)nn2c(-c3ccncc3)c(-c3ccc(F)cc3)nc2c1C. As a reaction SMILES: [C:38](=[O:39])([O-:40])[O-:41].[Cl:54][CH2:55][Cl:56].[Cs+:42].[Cs+:43].[F:1][c:2]1[cH:3][cH:4][c:5](-[c:8]2[n:9][c:10]3[n:11]([n:12][c:13]([N:18]4[CH2:19][CH2:20][N:21]([C:24](=[O:25])[O:26][C:27]([CH3:28])([CH3:29])[CH3:30])[CH2:22][CH2:23]4)[c:14]([CH3:17])[c:15]3[CH3:16])[c:31]2[I:32])[cH:6][cH:7]1.[O:33]1[CH2:34][CH2:35][CH2:36][CH2:37]1.[OH2:53].[n:44]1[cH:45][cH:46][c:47]([B:50]([OH:51])[OH:52])[cH:48][cH:49]1>>[F:1][c:2]1[cH:3][cH:4][c:5](-[c:8]2[n:9][c:10]3[n:11]([n:12][c:13]([N:18]4[CH2:19][CH2:20][N:21]([C:24](=[O:25])[O:26][C:27]([CH3:28])([CH3:29])[CH3:30])[CH2:22][CH2:23]4)[c:14]([CH3:17])[c:15]3[CH3:16])[c:31]2-[c:47]2[cH:46][cH:45][n:44][cH:49][cH:48]2)[cH:6][cH:7]1. Starting materials: O=C([O-])[O-], ClCCl, [Cs+], [Cs+], Cc1c(N2CCN(C(=O)OC(C)(C)C)CC2)nn2c(I)c(-c3ccc(F)cc3)nc2c1C, C1CCOC1, O, OB(O)c1ccncc1.